From a dataset of the Open Reaction Database (ORD), a public repository of structured organic reaction records. describe an organic reaction: reactants, conditions, products, and yield The reactants are CN(C(C1=CC(=CC(=C1)NS(=O)(=O)C)C1=CN(C=2N=CN=C(C21)N[C@@H](C)C2=NN1C(C(N2C2=CC=CC=C2)=O)=C(C=C1)C)COCC[Si](C)(C)C)=O)C ((S)—N,N-Dimethyl-3-(4-((1-(5-methyl-4-oxo-3-phenyl-3,4-dihydropyrrolo[2,1-f][1,2,4]triazin-2-yl)ethyl)amino)-7-((2-(trimethylsilyl)ethoxy)methyl)-7H-pyrrolo[2,3-d]pyrimidin-5-yl)-5-(methylsulfonamido)benzamide), FC(C(=O)O)(F)F (trifluoroacetic acid), N (ammonia). Product: CN(C(C1=CC(=CC(=C1)NS(=O)(=O)C)C1=CNC=2N=CN=C(C21)N[C@@H](C)C2=NN1C(C(N2C2=CC=CC=C2)=O)=C(C=C1)C)=O)C ((S)—N,N-dimethyl-3-(4-((1-(5-methyl-4-oxo-3-phenyl-3,4-dihydropyrrolo[2,1-f][1,2,4]triazin-2-yl)ethyl)amino)-7H-pyrrolo[2,3-d]pyrimidin-5-yl)-5-(methylsulfonamido)benzamide). Isolated yield 82.2%. Reaction SMILES: [CH3:1][N:2]([CH3:53])[C:3](=[O:52])[C:4]1[CH:9]=[C:8]([NH:10][S:11]([CH3:14])(=[O:13])=[O:12])[CH:7]=[C:6]([C:15]2[C:23]3[C:22]([NH:24][C@H:25]([C:27]4[N:32]([C:33]5[CH:38]=[CH:37][CH:36]=[CH:35][CH:34]=5)[C:31](=[O:39])[C:30]5=[C:40]([CH3:43])[CH:41]=[CH:42][N:29]5[N:28]=4)[CH3:26])=[N:21][CH:20]=[N:19][C:18]=3[N:17](COCC[Si](C)(C)C)[CH:16]=2)[CH:5]=1.FC(F)(F)C(O)=O.N>>[CH3:53][N:2]([CH3:1])[C:3](=[O:52])[C:4]1[CH:9]=[C:8]([NH:10][S:11]([CH3:14])(=[O:12])=[O:13])[CH:7]=[C:6]([C:15]2[C:23]3[C:22]([NH:24][C@H:25]([C:27]4[N:32]([C:33]5[CH:38]=[CH:37][CH:36]=[CH:35][CH:34]=5)[C:31](=[O:39])[C:30]5=[C:40]([CH3:43])[CH:41]=[CH:42][N:29]5[N:28]=4)[CH3:26])=[N:21][CH:20]=[N:19][C:18]=3[NH:17][CH:16]=2)[CH:5]=1. Procedure: (S)—N,N-Dimethyl-3-(4-((1-(5-methyl-4-oxo-3-phenyl-3,4-dihydropyrrolo[2,1-f][1,2,4]triazin-2-yl)ethyl)amino)-7-((2-(trimethylsilyl)ethoxy)methyl)-7H-pyrrolo[2,3-d]pyrimidin-5-yl)-5-(methylsulfonamido)benzamide (215 mg, 0.28 mmol) was treated with trifluoroacetic acid (3.0 ml, 39 mmol) and a solution of ammonia (7N in methanol, 3.0 ml, 21 mmol) according to the method described in Example 27 to give 144 mg (81% yield) of the title compound. Purity 99%. The reactants are [C@@H]1([C@H](O)[C@H](O)[C@@H](CO)O1)N1C(=O)NC(=O)C=C1 (Uridine), N(C1=CC=CC=C1)C1=C2C(=NC=C1)NC=N2 (7-anilino-3H-imidazo[4,5-b]pyridine), [OH-].[K+] (potassium hydroxide). Product: N(C1=CC=CC=C1)C1=C2C(=NC=C1)N(C=N2)[C@H]2[C@H](O)[C@H](O)[C@H](O2)CO (7-anilino-3-β-D-ribofuranosyl-3H-imidazo[4,5-b]pyridine). Yield: 90.9%. As a reaction SMILES: [C@@H:1]1(N2C=CC(=O)NC2=O)[O:9][C@H:6]([CH2:7][OH:8])[C@@H:4]([OH:5])[C@H:2]1[OH:3].[NH:18]([C:25]1[CH:30]=[CH:29][N:28]=[C:27]2[NH:31][CH:32]=[N:33][C:26]=12)[C:19]1[CH:24]=[CH:23][CH:22]=[CH:21][CH:20]=1.[OH-].[K+]>>[NH:18]([C:25]1[CH:30]=[CH:29][N:28]=[C:27]2[N:31]([C@@H:1]3[O:9][C@H:6]([CH2:7][OH:8])[C@@H:4]([OH:5])[C@H:2]3[OH:3])[CH:32]=[N:33][C:26]=12)[C:19]1[CH:24]=[CH:23][CH:22]=[CH:21][CH:20]=1 |f:2.3|. Procedure: Uridine (50 mmoles, 12.3 g) and 7-anilino-3H-imidazo[4,5-b]pyridine (33 mmole, 7.0 g), were suspended in 65 mL of 7.6 mM KxHxPO4, pH 8.0. After stirring, the pH of this suspension was adjusted from pH 6.6 to 7.4 with potassium hydroxide. The enzyme catalysts purified from Escherichia coli, purine nucleoside phosphorylase (13,000 I.U.) and uridine phosphorylase (335 I.U.) (Krenitsky et al., Biochemistry, 20, 3615, 1981 and U.S. Pat. No. 4,381,344) were then added and the suspension stirred at 38°... Reactants: CO, CC(=O)NCC1CN(c2ccc(C3=CCOCC3)c(F)c2)C(=O)O1. Yields the product CC(=O)NCC1CN(c2ccc(C3CCOCC3)c(F)c2)C(=O)O1. As a reaction SMILES: [CH3:25][OH:26].[O:1]1[CH2:2][CH2:3][C:4]([c:7]2[c:8]([F:24])[cH:9][c:10]([N:13]3[C:14](=[O:23])[O:15][CH:16]([CH2:18][NH:19][C:20]([CH3:21])=[O:22])[CH2:17]3)[cH:11][cH:12]2)=[CH:5][CH2:6]1>>[O:1]1[CH2:2][CH2:3][CH:4]([c:7]2[c:8]([F:24])[cH:9][c:10]([N:13]3[C:14](=[O:23])[O:15][CH:16]([CH2:18][NH:19][C:20]([CH3:21])=[O:22])[CH2:17]3)[cH:11][cH:12]2)[CH2:5][CH2:6]1. Starting materials: C(C)S(=O)(=O)CCN(C(CC1=CC(=C(C=C1)F)C(F)(F)F)=O)[C@H](C)C=1N(C(C2=C(N1)N=CC=C2)=O)C2=CC=C(C=C2)OCC(F)(F)F ((R)—N-(2-Ethanesulfonyl-ethyl)-2-(4-fluoro-3-trifluoromethyl-phenyl)-N-(1-{4-oxo-3-[4-(2,2,2-trifluoro-ethoxy)-phenyl]-3,4-dihydro-pyrido[2,3-d]pyrimidin-2-yl}-ethyl)-acetamide). Reagents/catalysts: [Pd] (palladium on carbon). The solvent is CO (methanol). Reaction conditions: time 20 hour. The product is C(C)S(=O)(=O)CCN(C(CC1=CC(=C(C=C1)F)C(F)(F)F)=O)[C@H](C)C=1N(C(C2=C(N1)NCCC2)=O)C2=CC=C(C=C2)OCC(F)(F)F ((R)—N-(2-Ethanesulfonyl-ethyl)-2-(4-fluoro-3-trifluoromethyl-phenyl)-N-(1-{4-oxo-3-[4-(2,2,2-trifluoro-ethoxy)-phenyl]-3,4,5,6,7,8-hexahydro-pyrido[2,3-d]pyrimidin-2-yl}-ethyl)-acetamide). Yield: 104.8%. As a reaction SMILES: [CH2:1]([S:3]([CH2:6][CH2:7][N:8]([C@@H:23]([C:25]1[N:26]([C:36]2[CH:41]=[CH:40][C:39]([O:42][CH2:43][C:44]([F:47])([F:46])[F:45])=[CH:38][CH:37]=2)[C:27](=[O:35])[C:28]2[CH:34]=[CH:33][CH:32]=[N:31][C:29]=2[N:30]=1)[CH3:24])[C:9](=[O:22])[CH2:10][C:11]1[CH:16]=[CH:15][C:14]([F:17])=[C:13]([C:18]([F:21])([F:20])[F:19])[CH:12]=1)(=[O:5])=[O:4])[CH3:2]>[Pd].CO>[CH2:1]([S:3]([CH2:6][CH2:7][N:8]([C@@H:23]([C:25]1[N:26]([C:36]2[CH:37]=[CH:38][C:39]([O:42][CH2:43][C:44]([F:47])([F:45])[F:46])=[CH:40][CH:41]=2)[C:27](=[O:35])[C:28]2[CH2:34][CH2:33][CH2:32][NH:31][C:29]=2[N:30]=1)[CH3:24])[C:9](=[O:22])[CH2:10][C:11]1[CH:16]=[CH:15][C:14]([F:17])=[C:13]([C:18]([F:19])([F:21])[F:20])[CH:12]=1)(=[O:5])=[O:4])[CH3:2]. Procedure details: A mixture of A3 (58 mg, 0.084 mmol) and 10% palladium on carbon (18 mg, 0.017 mmol) in 2 mL of methanol was allowed to stir at room temperature under hydrogen balloon for 20 h. Upon completion, the mixture was filtered through a short column of celite, and the filtrate was concentrated in vacuo and dried to give 61 mg of 1. 1H NMR: a mixture of cis/trans amide rotamers in ca. 3:1 ratio (400 MHz, CDCl3; T=25° C.) δmajor 7.00-7.47 (m, 7H), 5.31 (br s, 1H), 4.71 (q, J=6.62 Hz, 1H), 4.36 (m, 2H), 3.... The reactants are COC(=O)c1nc(-c2ccc(Cl)c(OC)c2F)nc(N)c1Br, COCCOC, CC=CB(O)O, [Cs+], [F-], O, Cl[Pd]Cl, c1ccc(P(c2ccccc2)c2ccccc2)cc1, c1ccc(P(c2ccccc2)c2ccccc2)cc1. Yields the product CC=Cc1c(N)nc(-c2ccc(Cl)c(OC)c2F)nc1C(=O)OC. Reaction SMILES: [CH3:1][O:2][C:3](=[O:4])[c:5]1[n:6][c:7](-[c:13]2[c:14]([F:22])[c:15]([O:20][CH3:21])[c:16]([Cl:19])[cH:17][cH:18]2)[n:8][c:9]([NH2:12])[c:10]1[Br:11].[CH3:32][O:33][CH2:34][CH2:35][O:36][CH3:37].[CH:23](=[CH:24][CH3:25])[B:26]([OH:27])[OH:28].[Cs+:30].[F-:29].[OH2:31].[Pd:38]([Cl:39])[Cl:40].[c:41]1([P:42]([c:43]2[cH:44][cH:45][cH:46][cH:47][cH:48]2)[c:49]2[cH:50][cH:51][cH:52][cH:53][cH:54]2)[cH:55][cH:56][cH:57][cH:58][cH:59]1.[c:60]1([P:61]([c:62]2[cH:63][cH:64][cH:65][cH:66][cH:67]2)[c:68]2[cH:69][cH:70][cH:71][cH:72][cH:73]2)[cH:74][cH:75][cH:76][cH:77][cH:78]1>>[CH3:1][O:2][C:3](=[O:4])[c:5]1[n:6][c:7](-[c:13]2[c:14]([F:22])[c:15]([O:20][CH3:21])[c:16]([Cl:19])[cH:17][cH:18]2)[n:8][c:9]([NH2:12])[c:10]1[CH:23]=[CH:24][CH3:25]. Reactants: CO, CCCc1cc(C(=O)OC)ccc1OC(C(=O)NS(=O)(=O)c1ccc(C(C)C)cc1)c1ccc2c(c1)OCO2, [K+], [OH-], O. The product is CCCc1cc(C(=O)O)ccc1OC(C(=O)NS(=O)(=O)c1ccc(C(C)C)cc1)c1ccc2c(c1)OCO2. As a reaction SMILES: [CH3:42][OH:43].[CH:1]([CH3:2])([CH3:3])[c:4]1[cH:5][cH:6][c:7]([S:10](=[O:11])(=[O:12])[NH:13][C:14]([CH:15]([O:16][c:17]2[c:18]([CH2:27][CH2:28][CH3:29])[cH:19][c:20]([C:23](=[O:24])[O:25][CH3:26])[cH:21][cH:22]2)[c:30]2[cH:31][c:32]3[c:33]([cH:34][cH:35]2)[O:36][CH2:37][O:38]3)=[O:39])[cH:8][cH:9]1.[K+:41].[OH-:40].[OH2:44]>>[CH:1]([CH3:2])([CH3:3])[c:4]1[cH:5][cH:6][c:7]([S:10](=[O:11])(=[O:12])[NH:13][C:14]([CH:15]([O:16][c:17]2[c:18]([CH2:27][CH2:28][CH3:29])[cH:19][c:20]([C:23](=[O:24])[OH:25])[cH:21][cH:22]2)[c:30]2[cH:31][c:32]3[c:33]([cH:34][cH:35]2)[O:36][CH2:37][O:38]3)=[O:39])[cH:8][cH:9]1. Starting materials: CC(C)(C)OC(=O)N1C(c2ccc(I)cc2)COC1(C)C, c1ccc(CNCCNCc2ccccc2)cc1, C1CCOC1, NC(=O)Nc1ccc(Cl)cc1, [Cu]I, [F-], [K+]. The product is CC(C)(C)OC(=O)N1C(c2ccc(NC(=O)Nc3ccc(Cl)cc3)cc2)COC1(C)C. RXN SMILES: [C:1]([CH3:2])([CH3:3])([CH3:4])[O:5][C:6](=[O:7])[N:8]1[C:9]([CH3:20])([CH3:21])[O:10][CH2:11][CH:12]1[c:13]1[cH:14][cH:15][c:16]([I:19])[cH:17][cH:18]1.[CH2:35]([NH:36][CH2:37][CH2:38][NH:39][CH2:40][c:41]1[cH:42][cH:43][cH:44][cH:45][cH:46]1)[c:47]1[cH:48][cH:49][cH:50][cH:51][cH:52]1.[CH2:53]1[O:54][CH2:55][CH2:56][CH2:57]1.[Cl:22][c:23]1[cH:24][cH:25][c:26]([NH:29][C:30](=[O:31])[NH2:32])[cH:27][cH:28]1.[Cu:58][I:59].[F-:33].[K+:34]>>[C:1]([CH3:2])([CH3:3])([CH3:4])[O:5][C:6](=[O:7])[N:8]1[C:9]([CH3:20])([CH3:21])[O:10][CH2:11][CH:12]1[c:13]1[cH:14][cH:15][c:16]([NH:32][C:30]([NH:29][c:26]2[cH:25][cH:24][c:23]([Cl:22])[cH:28][cH:27]2)=[O:31])[cH:17][cH:18]1. Starting materials: CCOC(=O)C (EtOAc), C(C1=CC=CC=C1)OC=1C=C2CCN(CC2=CC1OC)CC1=CC(=CC=C1)[N+](=O)[O-] (6-Benzyloxy-7-methoxy-2-(3-nitrobenzyl)-1,2,3,4-tetrahydroisoquinoline), CO.O (MeOH H2O). The product is OC=1C=C2CCN(CC2=CC1OC)CC1=C(C=C(C(=C1)OC)OC)OC (6-Hydroxy-7-methoxy-2-(2,4,5-trimethoxybenzyl)-1,2,3,4-tetrahydroisoquinoline). RXN SMILES: CCO[C:4](C)=[O:5].[CH2:7]([O:14][C:15]1[CH:16]=[C:17]2[C:22](=[CH:23][C:24]=1[O:25][CH3:26])[CH2:21][N:20]([CH2:27][C:28]1[CH:33]=[CH:32][CH:31]=[C:30]([N+]([O-])=O)[CH:29]=1)[CH2:19][CH2:18]2)C1C=CC=CC=1.[CH3:37][OH:38].[OH2:39]>>[OH:39][C:31]1[CH:30]=[C:29]2[C:28](=[CH:33][C:32]=1[O:38][CH3:37])[CH2:27][N:20]([CH2:19][C:18]1[CH:23]=[C:24]([O:25][CH3:26])[C:15]([O:14][CH3:7])=[CH:16][C:17]=1[O:5][CH3:4])[CH2:21][CH2:22]2 |f:2.3|. Reported procedure: Yellow powder, 170 mg (48%), mp=152-153° C., Rf: 0.48 (EtOAc), 1H NMR (270 MHz, CDCl3) δ 2.67-2.79 (4H, m, 2×CH2), 3.57 (2H, s, CH2), 3.64 (2H, s, CH2), 3.80 (3H, s, CH3O), 3.81 (3H, s, CH3O), 3.82 (3H, s, CH3O), 3.89 (3H, s, CH3O), 5.61 (1H, br, OH), 6.46 (1H, s, ArH), 6.53 (1H, s, ArH), 6.62 (1H, s, ArH), 7.01 (1H, s, ArH), 13C NMR (67.5 MHz, CDCl3) δ 28.6 (CH2), 50.6 (CH2), 55.3 (CH2), 55.8 (CH2), 56.0 (CH3O), 56.2 (CH3O), 56.6 (CH3O), 56.8 (OCH3), 97.6 (CH(Ar)), 108.9 (CH(Ar)), 114.2 (CH(Ar)... Starting materials: CC(C)c1cc(C#N)cc2nc(-c3ccc(C(=O)O)cc3)oc12, CC(C)(C)OC(=O)N1CCOC(CN)C1. The product is CC(C)c1cc(C#N)cc2nc(-c3ccc(C(=O)NCC4CN(C(=O)OC(C)(C)C)CCO4)cc3)oc12. As a reaction SMILES: [C:16](#[N:17])[c:18]1[cH:19][c:20]([CH:36]([CH3:37])[CH3:38])[c:21]2[c:22]([n:23][c:24](-[c:26]3[cH:27][cH:28][c:29]([C:30](=[O:31])[OH:32])[cH:33][cH:34]3)[o:25]2)[cH:35]1.[NH2:1][CH2:2][CH:3]1[O:4][CH2:5][CH2:6][N:7]([C:9](=[O:10])[O:11][C:12]([CH3:13])([CH3:14])[CH3:15])[CH2:8]1>>[NH:1]([CH2:2][CH:3]1[O:4][CH2:5][CH2:6][N:7]([C:9](=[O:10])[O:11][C:12]([CH3:13])([CH3:14])[CH3:15])[CH2:8]1)[C:30]([c:29]1[cH:28][cH:27][c:26](-[c:24]2[n:23][c:22]3[c:21]([c:20]([CH:36]([CH3:37])[CH3:38])[cH:19][c:18]([C:16]#[N:17])[cH:35]3)[o:25]2)[cH:34][cH:33]1)=[O:31].